From a dataset of the Open Reaction Database (ORD), a public repository of structured organic reaction records. describe an organic reaction: reactants, conditions, products, and yield The solvent is CN(C=O)C (N,N-dimethylformamide). Procedure details: A mixture of 2-acetylamino-5-chlorothiazole (1.76 g), 5-mercapto-2-methyl-1,3,4-thiadiazole (1.3 g) and potassium carbonate (2.0 g) in N,N-dimethylformamide (40 ml) was heated at 120° C. for 4 hours with stirring. The reaction mixture was concentrated under reduced pressure and water was added to this residue. The mixture was extracted with a mixture of tetrahydrofuran and ethyl acetate (1:1), washed with aqueous saturated sodium chloride and dried over magnesium sulfate. The solvent was concent... RXN SMILES: [C:1]([NH:4][C:5]1[S:6][C:7](Cl)=[CH:8][N:9]=1)(=[O:3])[CH3:2].[SH:11][C:12]1[S:16][C:15]([CH3:17])=[N:14][N:13]=1.C(=O)([O-])[O-].[K+].[K+]>CN(C)C=O>[C:1]([NH:4][C:5]1[S:6][C:7]([S:11][C:12]2[S:16][C:15]([CH3:17])=[N:14][N:13]=2)=[CH:8][N:9]=1)(=[O:3])[CH3:2] |f:2.3.4|. Yields the product C(C)(=O)NC=1SC(=CN1)SC1=NN=C(S1)C (2-acetylamino-5-(2-methyl-1,3,4-thiadiazol-5-ylthio)thiazole). The reactants are C(C)(=O)NC=1SC(=CN1)Cl (2-acetylamino-5-chlorothiazole), SC1=NN=C(S1)C (5-mercapto-2-methyl-1,3,4-thiadiazole), C([O-])([O-])=O.[K+].[K+] (potassium carbonate). Run at temperature 120 celsius. Isolated yield 61.6%. The reactants are FC1=CC2=C(C(=NO2)C2CCNCC2)C=C1 (6-fluoro-3-(4-piperidinyl)-1,2-benzisoxazole), ClCCCSC1=C(C=C(C=C1)C(C)=O)OC (1-[4-[(3-chloropropyl)-thio]-3-methoxyphenyl]ethanone), KC2CO3, CC#N (CH3CN). Run in O (water). Conditions: time 65 hour. Product: FC1=CC2=C(C(=NO2)C2CCN(CC2)CCCSC2=C(C=C(C=C2)C(C)=O)OC)C=C1 (1-[4-[[3-[4-(6-Fluoro-1,2-benzisoxazol-3-yl)-1-piperidinyl]propyl]-thio]-3-methoxyphenyl]ethanone). Yield: 113.0%. As a reaction SMILES: [F:1][C:2]1[CH:16]=[CH:15][C:5]2[C:6]([CH:9]3[CH2:14][CH2:13][NH:12][CH2:11][CH2:10]3)=[N:7][O:8][C:4]=2[CH:3]=1.Cl[CH2:18][CH2:19][CH2:20][S:21][C:22]1[CH:27]=[CH:26][C:25]([C:28](=[O:30])[CH3:29])=[CH:24][C:23]=1[O:31][CH3:32].CC#N>O>[F:1][C:2]1[CH:16]=[CH:15][C:5]2[C:6]([CH:9]3[CH2:10][CH2:11][N:12]([CH2:18][CH2:19][CH2:20][S:21][C:22]4[CH:27]=[CH:26][C:25]([C:28](=[O:30])[CH3:29])=[CH:24][C:23]=4[O:31][CH3:32])[CH2:13][CH2:14]3)=[N:7][O:8][C:4]=2[CH:3]=1. Procedure: A mixture of 6-fluoro-3-(4-piperidinyl)-1,2-benzisoxazole (3.0 g, 13.6 mmol), 1-[4-[(3-chloropropyl)-thio]-3-methoxyphenyl]ethanone (3.5 g, 13.6 mmol), KC2CO3 (2.3 g, 16.6 mmol), KI (200 mg) and CH3CN (100 ml) was stirred at reflux under nitrogen for 7.5 hours and then was left at ambient temperature for 65 hours. The reaction was poured into water and the aqueous mixture was extracted with ethyl acetate. The ethyl acetate extract was washed twice with water, once with brine and dried over MgSO4... The reactants are O (water), Cl (hydrochloric acid), resultant mixture, aqueous solution, [F-].C(CCC)[N+](CCCC)(CCCC)CCCC (tetrabutylammonium fluoride), COC1=NC(=NC(=C1)OC)OC1=CC(=NC(=C1C(=O)OCC[Si](C)(C)C)C1=CC=CC=C1)C (2-trimethylsilylethyl 4-(4,6-dimethoxypyrimidin-2-yloxy)-2-phenyl-6-methylnicotinate). Solvent: O1CCCC1 (tetrahydrofuran). The product is COC1=NC(=NC(=C1)OC)OC1=CC(=NC(=C1C(=O)O)C1=CC=CC=C1)C (4-(4,6-dimethoxypyrimidin-2-yloxy)-2-phenyl-6-methylnicotinic acid). Isolated yield 61.2%. RXN SMILES: [CH3:1][O:2][C:3]1[CH:8]=[C:7]([O:9][CH3:10])[N:6]=[C:5]([O:11][C:12]2[C:17]([C:18]([O:20]CC[Si](C)(C)C)=[O:19])=[C:16]([C:27]3[CH:32]=[CH:31][CH:30]=[CH:29][CH:28]=3)[N:15]=[C:14]([CH3:33])[CH:13]=2)[N:4]=1.[F-].C([N+](CCCC)(CCCC)CCCC)CCC.O.Cl>O1CCCC1>[CH3:10][O:9][C:7]1[CH:8]=[C:3]([O:2][CH3:1])[N:4]=[C:5]([O:11][C:12]2[C:17]([C:18]([OH:20])=[O:19])=[C:16]([C:27]3[CH:32]=[CH:31][CH:30]=[CH:29][CH:28]=3)[N:15]=[C:14]([CH3:33])[CH:13]=2)[N:6]=1 |f:1.2|. Reported procedure: 2.0 g (0.004 mol) of 2-trimethylsilylethyl 4-(4,6-dimethoxypyrimidin-2-yloxy)-2-phenyl-6-methylnicotinate was dissolved in 30 ml of tetrahydrofuran, and 12 ml of 1 mol aqueous solution of tetrabutylammonium fluoride was added thereto. The resultant mixture was stirred at room temperature for one night. The reaction mixture was then poured into 200 ml of water, and 1.5 ml of concentrated hydrochloric acid was added thereto. The resultant reaction mixture was extracted with ethyl acetate, and was ... The product is COC(C1=CC=C(C=C1)C1=NC2=C(N1)C=CC(=C2)C(=O)N)C2=CC=CC=C2 (2-[4-(Methoxy-phenyl-methyl)-phenyl]-1H-benzoimidazole-5-carboxylic acid amide). Isolated yield 47.0%. Run at time 2 hour. As a reaction SMILES: [OH:1][CH:2]([C:21]1[CH:26]=[CH:25][CH:24]=[CH:23][CH:22]=1)[C:3]1[CH:8]=[CH:7][C:6]([C:9]2[NH:13][C:12]3[CH:14]=[CH:15][C:16]([C:18]([NH2:20])=[O:19])=[CH:17][C:11]=3[N:10]=2)=[CH:5][CH:4]=1.Cl.[CH:28](Cl)(Cl)Cl>>[CH3:28][O:1][CH:2]([C:21]1[CH:22]=[CH:23][CH:24]=[CH:25][CH:26]=1)[C:3]1[CH:4]=[CH:5][C:6]([C:9]2[NH:13][C:12]3[CH:14]=[CH:15][C:16]([C:18]([NH2:20])=[O:19])=[CH:17][C:11]=3[N:10]=2)=[CH:7][CH:8]=1. Procedure: To a solution of 2-[4-(hydroxy-phenyl-methyl)-phenyl]-1H-benzoimidazole-5-carboxylic acid amide (Example 19, 8.7 mg, 0.02 mmol) in chloroform (1.0 mL) was added concentrated HCl (0.1 mL). The reaction mixture was stirred at RT for 2 h. Organics were removed under reduced pressure, and purification using preparative TLC (silica, 1% methanol saturated with ammonia/9% methanol/CH2Cl2) afforded 4.2 mg (47%) of the title compound. HPLC (Method A): Rt=6.97. MS (ESI+): mass calculated for C22H19N3O2, 3... Reactants: OC(C1=CC=C(C=C1)C1=NC2=C(N1)C=CC(=C2)C(=O)N)C2=CC=CC=C2 (2-[4-(hydroxy-phenyl-methyl)-phenyl]-1H-benzoimidazole-5-carboxylic acid amide), Cl (HCl), C(Cl)(Cl)Cl (chloroform).